This data is from the Open Reaction Database (ORD), a public repository of structured organic reaction records. The task is: describe an organic reaction: reactants, conditions, products, and yield The reactants are O (Water), BrC=1C=C(C=CC1)C(C(C)C)(O)C=1N=CN(C1)C(C1=CC=CC=C1)(C1=CC=CC=C1)C1=CC=CC=C1 (1-(3-bromophenyl)-1-(1-trityl-1H-imidazol-4-yl)-2-methyl-1-propanol), S1C=C(C=C1)B(O)O (3-thiopheneboronic acid), C([O-])([O-])=O.[Na+].[Na+] (sodium carbonate). The reagents and catalysts are C=1C=CC(=CC1)[P](C=2C=CC=CC2)(C=3C=CC=CC3)[Pd]([P](C=4C=CC=CC4)(C=5C=CC=CC5)C=6C=CC=CC6)([P](C=7C=CC=CC7)(C=8C=CC=CC8)C=9C=CC=CC9)[P](C=1C=CC=CC1)(C=1C=CC=CC1)C=1C=CC=CC1 (tetrakis(triphenylphosphine)palladium(0)). Solvent: C=1(C(=CC=CC1)CCO)C (toluene-ethanol). The product is CC(C(O)(C=1N=CN(C1)C(C1=CC=CC=C1)(C1=CC=CC=C1)C1=CC=CC=C1)C1=CC(=CC=C1)C1=CSC=C1)C (2-methyl-1-[3-(3-thienyl)phenyl]-1-(1-trityl-1H-imidazol-4-yl)-1-propanol). Yield: 86.5%. As a reaction SMILES: Br[C:2]1[CH:3]=[C:4]([C:8]([C:13]2[N:14]=[CH:15][N:16]([C:18]([C:31]3[CH:36]=[CH:35][CH:34]=[CH:33][CH:32]=3)([C:25]3[CH:30]=[CH:29][CH:28]=[CH:27][CH:26]=3)[C:19]3[CH:24]=[CH:23][CH:22]=[CH:21][CH:20]=3)[CH:17]=2)([OH:12])[CH:9]([CH3:11])[CH3:10])[CH:5]=[CH:6][CH:7]=1.[S:37]1[CH:41]=[CH:40][C:39](B(O)O)=[CH:38]1.C(=O)([O-])[O-].[Na+].[Na+].O>C1(C)C(CCO)=CC=CC=1.C1C=CC([P]([Pd]([P](C2C=CC=CC=2)(C2C=CC=CC=2)C2C=CC=CC=2)([P](C2C=CC=CC=2)(C2C=CC=CC=2)C2C=CC=CC=2)[P](C2C=CC=CC=2)(C2C=CC=CC=2)C2C=CC=CC=2)(C2C=CC=CC=2)C2C=CC=CC=2)=CC=1>[CH3:10][CH:9]([CH3:11])[C:8]([C:4]1[CH:5]=[CH:6][CH:7]=[C:2]([C:39]2[CH:40]=[CH:41][S:37][CH:38]=2)[CH:3]=1)([C:13]1[N:14]=[CH:15][N:16]([C:18]([C:31]2[CH:36]=[CH:35][CH:34]=[CH:33][CH:32]=2)([C:25]2[CH:30]=[CH:29][CH:28]=[CH:27][CH:26]=2)[C:19]2[CH:24]=[CH:23][CH:22]=[CH:21][CH:20]=2)[CH:17]=1)[OH:12] |f:2.3.4,^1:65,67,86,105|. Procedure: To a suspension of 1-(3-bromophenyl)-1-(1-trityl-1H-imidazol-4-yl)-2-methyl-1-propanol (1.70 g), 3-thiopheneboronic acid (607 mg) and 2M aqueous sodium carbonate solution (3.16 ml) in toluene-ethanol (6:1) (17.5 ml) was added tetrakis(triphenylphosphine)palladium(0) (110 mg), and the mixture was heated under reflux for 3 h under an argon atmosphere. Water was added to the reaction mixture, and the mixture was extracted with ethyl acetate, washed with saturated brine and dried. The solvent was ev... Product: COC=1C=C(C=CC1)C(C#N)C(CC1=CC=CC=C1)=O (2-[3-(methyloxy)phenyl]-3-oxo-4-phenylbutanenitrile). Starting materials: ice water, COC=1C=C(C=CC1)CC#N ([3-(methyloxy)phenyl]acetonitrile), C1(=CC=CC=C1)CC(=O)OCC (ethyl phenylacetate), [O-]CC.[Na+] (sodium ethoxide). Run in C(C)O (ethanol). The yield is 24.3%. Reported procedure: To a mixture of [3-(methyloxy)phenyl]acetonitrile (2.0 g, 14 mmol) and ethyl phenylacetate (2.8 g, 17 mmol) in ethanol (4 mL) was added a sodium ethoxide solution (21%, 10.2 mL, 27 mmol), and the resulting mixture was heated at reflux for 18 hours. After cooling to room temperature, it was poured into a mixture of ice-water (50 mL). This aqueous mixture was washed with dichloromethane (3×20 mL) then acidified to pH 1. The acidified mixture was extracted with ethyl acetate (3×30 mL). The combined... RXN SMILES: [CH3:1][O:2][C:3]1[CH:4]=[C:5]([CH2:9][C:10]#[N:11])[CH:6]=[CH:7][CH:8]=1.[C:12]1([CH2:18][C:19](OCC)=[O:20])[CH:17]=[CH:16][CH:15]=[CH:14][CH:13]=1.[O-]CC.[Na+]>C(O)C>[CH3:1][O:2][C:3]1[CH:4]=[C:5]([CH:9]([C:19](=[O:20])[CH2:18][C:12]2[CH:17]=[CH:16][CH:15]=[CH:14][CH:13]=2)[C:10]#[N:11])[CH:6]=[CH:7][CH:8]=1 |f:2.3|. Starting materials: C(C1=CC=2OCOC2C=C1)N1CCNCC1 (1-piperonylpiperazine), C(C1=CC=2OCOC2C=C1)N1CCNCC1 (1-piperonylpiperazine), ClC1=CC=CC2=C1NC1=C(NC2=O)C=CC=C1 (4-chloro-11-oxo-10,11-dihydro-5H-dibenzo[b,e][1,4]diazepine), N (ammonia), C1(=CC=CC=C1)OC (anisole). The reagents and catalysts are [Ti](Cl)(Cl)(Cl)Cl (titanium tetrachloride). Solvent: C1(=CC=CC=C1)C (toluene), C1(=CC=CC=C1)C (toluene), C(C)(C)O (Isopropanol), C1(=CC=CC=C1)C (toluene). Reaction conditions: temperature 60 celsius. Product: ClC1=CC=CC2=C1NC1=C(N=C2N2CCN(CC2)CC2=CC=3OCOC3C=C2)C=CC=C1 (4-chloro-11-(4-piperonyl-1-piperazinyl)-5H-dibenzo[b,e][1,4]diazepine). Isolated yield 70.5%. As a reaction SMILES: C1(OC)C=CC=CC=1.[CH2:9]([N:19]1[CH2:24][CH2:23][NH:22][CH2:21][CH2:20]1)[C:10]1[CH:18]=[CH:17][C:16]2[O:15][CH2:14][O:13][C:12]=2[CH:11]=1.[Cl:25][C:26]1[C:31]2[NH:32][C:33]3[CH:41]=[CH:40][CH:39]=[CH:38][C:34]=3[NH:35][C:36](=O)[C:30]=2[CH:29]=[CH:28][CH:27]=1.N>C1(C)C=CC=CC=1.[Ti](Cl)(Cl)(Cl)Cl.C(O)(C)C>[Cl:25][C:26]1[C:31]2[NH:32][C:33]3[CH:41]=[CH:40][CH:39]=[CH:38][C:34]=3[N:35]=[C:36]([N:22]3[CH2:23][CH2:24][N:19]([CH2:9][C:10]4[CH:18]=[CH:17][C:16]5[O:15][CH2:14][O:13][C:12]=5[CH:11]=4)[CH2:20][CH2:21]3)[C:30]=2[CH:29]=[CH:28][CH:27]=1. Procedure: To a stirred solution of anisole (0.40 mL, 3.68 mmol) in dry toluene (2.00 mL) was added titanium tetrachloride (0.24 mL, 2.18 mmol) at room temperature under argon. The mixture was then treated with 1-piperonylpiperazine (2.07 g, 9.40 mmol) and 4-chloro-11-oxo-10,11-dihydro-5H-dibenzo[b,e][1,4]diazepine (0.49 g, 2.00 mmol) (Giani et al, supra) and diluted with toluene (1.00 mL). After more 1-piperonylpiperazine (1.19 g, 5.40 mmol) was added, toluene (8.00 mL) was added and the resulted reaction...